The task is: describe an organic reaction: reactants, conditions, products, and yield. This data is from the Open Reaction Database (ORD), a public repository of structured organic reaction records. Reactants: ClC1(C(C(=C1Cl)Cl)(Cl)Cl)Cl (hexachlorocyclobutene), ClC1(C(C(=C1Cl)Cl)(Cl)Cl)Cl (hexachlorocyclobutene), ClC1(C(C(=C1Cl)Cl)(Cl)Cl)Cl (hexachlorocyclobutene), S(O)(O)(=O)=O (sulphuric acid), O=P12OP3(=O)OP(=O)(O1)OP(=O)(O2)O3 (phosphorus pentoxide), S(O)(O)(=O)=O (sulphuric acid), O=P12OP3(=O)OP(=O)(O1)OP(=O)(O2)O3 (phosphorus pentoxide). Conditions: temperature 100 celsius. The product is ClC1(C(=C(C1=O)Cl)Cl)Cl (tetrachlorocyclobutenone), ClC1(C(C(=C1Cl)Cl)(Cl)Cl)Cl (hexachlorocyclobutene), ClC(=C(C(=C(Cl)Cl)Cl)Cl)Cl (hexachloro-1,3-butadiene). RXN SMILES: S(=O)(=O)(O)O.[O:6]=P12OP3(OP(OP(O3)(O1)=O)(=O)O2)=O.[Cl:20][C:21]1([Cl:29])[C:24]([Cl:25])=[C:23]([Cl:26])[C:22]1([Cl:28])[Cl:27]>>[Cl:20][C:21]1([Cl:29])[C:24](=[O:6])[C:23]([Cl:26])=[C:22]1[Cl:27].[Cl:20][C:21]1([Cl:29])[C:24]([Cl:25])=[C:23]([Cl:26])[C:22]1([Cl:28])[Cl:27].[Cl:20][C:21]([Cl:29])=[C:24]([Cl:25])[C:23]([Cl:26])=[C:22]([Cl:28])[Cl:27]. Procedure details: In a 1 liter flask, a mixture of 78 g of concentrated sulphuric acid and 78.5 g of phosphorus pentoxide was poured onto 100 g of 96% pure hexachlorocyclobutene [96 g (0.368 mole) of hexachlorocyclobutene; remainder hexachloro-1,3-butadiene], with stirring (molar ratio of hexachlorocyclobutene:sulphuric acid:phosphorus pentoxide=1:2:1). The mixture was heated at 100° C. for 3 hours. After cooling, the reaction mixture was poured onto ice, the organic phase was then separated immediately from the ... The reactants are CC(C)(C)OC(=O)N1CCNCC1, O=Cc1ccc(C(=O)O)cc1, CN(C)c1ccncc1, ClCCl, On1nnc2ccccc21. The product is CC(C)(C)OC(=O)N1CCN(C(=O)c2ccc(C=O)cc2)CC1. Reaction SMILES: [C:12]([CH3:13])([CH3:14])([CH3:15])[O:16][C:17](=[O:18])[N:19]1[CH2:20][CH2:21][NH:22][CH2:23][CH2:24]1.[C:1](=[O:2])([OH:3])[c:4]1[cH:5][cH:6][c:7]([CH:8]=[O:9])[cH:10][cH:11]1.[CH3:38][N:39]([CH3:40])[c:41]1[cH:42][cH:43][n:44][cH:45][cH:46]1.[Cl:35][CH2:36][Cl:37].[OH:25][n:26]1[c:27]2[c:28]([cH:29][cH:30][cH:31][cH:32]2)[n:33][n:34]1>>[C:1](=[O:3])([c:4]1[cH:5][cH:6][c:7]([CH:8]=[O:9])[cH:10][cH:11]1)[N:22]1[CH2:21][CH2:20][N:19]([C:17]([O:16][C:12]([CH3:13])([CH3:14])[CH3:15])=[O:18])[CH2:24][CH2:23]1. Procedure: In a further embodiment, a pyrazole cyclization reaction is provided in Scheme 14A. In this embodiment, 1-(4-fluorophenyl)ethanone is reacted with diethyl oxalate to provide ethyl 4-(4-fluorophenyl)-2,4-dioxobutanoate. In one embodiment, this reaction is performed in the presence of a base such as potassium tert-butoxide. In another embodiment, this reaction is performed at about room temperature for about 24 hours. The pyrazole ring is then generated by reaction of ethyl 4-(4-fluorophenyl)-2,4-... Reactants: N1N=CC=C1 (pyrazole), FC1=CC=C(C=C1)C(C)=O (1-(4-fluorophenyl)ethanone), C(C(=O)OCC)(=O)OCC (diethyl oxalate). As a reaction SMILES: N1C=CC=N1.[F:6][C:7]1[CH:12]=[CH:11][C:10]([C:13](=[O:15])[CH3:14])=[CH:9][CH:8]=1.[C:16](OCC)(=[O:22])[C:17]([O:19][CH2:20][CH3:21])=[O:18]>>[F:6][C:7]1[CH:12]=[CH:11][C:10]([C:13](=[O:15])[CH2:14][C:16](=[O:22])[C:17]([O:19][CH2:20][CH3:21])=[O:18])=[CH:9][CH:8]=1. Product: FC1=CC=C(C=C1)C(CC(C(=O)OCC)=O)=O (ethyl 4-(4-fluorophenyl)-2,4-dioxobutanoate). Starting materials: CC=1NC(=C(C(C1C(=O)O)C1=CC(=CC=C1)[N+](=O)[O-])C(=O)OC)C (1,4-dihydro-2,6-dimethyl-5-methoxycarbonyl-4-(3-nitrophenyl)pyridine-3-carboxylic acid), N1C(=NC=C1)CC1=CC=C(C=C1)/C(=C/CO)/C ((E)-3-[4-(1-imidazolylmethyl)-phenyl]-2-buten-1-ol), C1(CCCCC1)N=C=NC1CCCCC1 (dicyclohexylcarbodiimide), 4-N,N-dimethylaminopyridine. Run in C1(=CC=CC=C1)C (toluene). Yields the product CC=1NC(=C(C(C1C(=O)OC\C=C(/C)\C1=CC=C(C=C1)CC=1NC=CN1)C1=CC(=CC=C1)[N+](=O)[O-])C(=O)OC)C ((E)-3-[4-(1-imidazolylmethyl)phenyl]-2-buten-1yl methyl 1,4-dihydro-2,6-dimethyl-4-(3-nitrophenyl)pyridine-3,5-dicarboxylate). RXN SMILES: [CH3:1][C:2]1[NH:3][C:4]([CH3:24])=[C:5]([C:20]([O:22][CH3:23])=[O:21])[CH:6]([C:11]2[CH:16]=[CH:15][CH:14]=[C:13]([N+:17]([O-:19])=[O:18])[CH:12]=2)[C:7]=1[C:8]([OH:10])=[O:9].[NH:25]1[CH:29]=[CH:28][N:27]=[C:26]1[CH2:30][C:31]1[CH:36]=[CH:35][C:34](/[C:37](/[CH3:41])=[CH:38]/[CH2:39]O)=[CH:33][CH:32]=1.C1(N=C=NC2CCCCC2)CCCCC1>C1(C)C=CC=CC=1>[CH3:1][C:2]1[NH:3][C:4]([CH3:24])=[C:5]([C:20]([O:22][CH3:23])=[O:21])[CH:6]([C:11]2[CH:16]=[CH:15][CH:14]=[C:13]([N+:17]([O-:19])=[O:18])[CH:12]=2)[C:7]=1[C:8]([O:10][CH2:39]/[CH:38]=[C:37](/[C:34]1[CH:35]=[CH:36][C:31]([CH2:30][C:26]2[NH:27][CH:28]=[CH:29][N:25]=2)=[CH:32][CH:33]=1)\[CH3:41])=[O:9]. Procedure: 332 mg (1 mM) of 1,4-dihydro-2,6-dimethyl-5-methoxycarbonyl-4-(3-nitrophenyl)pyridine-3-carboxylic acid together with 228 mg (1 mM) of (E)-3-[4-(1-imidazolylmethyl)-phenyl]-2-buten-1-ol, 248 mg (1.2 mM) of dicyclohexylcarbodiimide and 134 mg (1.1 mM) of 4-N,N-dimethylaminopyridine were dissolved in 5 ml of toluene, while heating, and refluxed for six hours. The solution was cooled to room temperature, and the crystals produced were filtered off. The filtrate was washed with water and dried over ... The reactants are CC#N, O=C(NCC1CCCCC1)c1c(Cl)ccc2nc(Cl)ccc12, NC1CCNC1. Yields the product NC1CCN(c2ccc3c(C(=O)NCC4CCCCC4)c(Cl)ccc3n2)C1. Reaction SMILES: [CH3:29][C:30]#[N:31].[Cl:1][c:2]1[n:3][c:4]2[cH:5][cH:6][c:7]([Cl:22])[c:8]([C:12](=[O:13])[NH:14][CH2:15][CH:16]3[CH2:17][CH2:18][CH2:19][CH2:20][CH2:21]3)[c:9]2[cH:10][cH:11]1.[NH:23]1[CH2:24][CH:25]([NH2:28])[CH2:26][CH2:27]1>>[c:2]1([N:23]2[CH2:24][CH:25]([NH2:28])[CH2:26][CH2:27]2)[n:3][c:4]2[cH:5][cH:6][c:7]([Cl:22])[c:8]([C:12](=[O:13])[NH:14][CH2:15][CH:16]3[CH2:17][CH2:18][CH2:19][CH2:20][CH2:21]3)[c:9]2[cH:10][cH:11]1.